The task is: describe an organic reaction: reactants, conditions, products, and yield. This data is from the Open Reaction Database (ORD), a public repository of structured organic reaction records. The reactants are [N-]=[N+]=[N-].[Na+] (sodium azide), C(CCCCCCC)Br (1-Octyl bromide). Run in CS(=O)C (DMSO). Run at time 5 hour. The product is N(=[N+]=[N-])CCCCCCCC (1-Azidooctane). Reaction SMILES: [N-:1]=[N+:2]=[N-:3].[Na+].[CH2:5](Br)[CH2:6][CH2:7][CH2:8][CH2:9][CH2:10][CH2:11][CH3:12]>CS(C)=O>[N:1]([CH2:5][CH2:6][CH2:7][CH2:8][CH2:9][CH2:10][CH2:11][CH3:12])=[N+:2]=[N-:3] |f:0.1|. Procedure details: In a 100 mL round bottomed flask, sodium azide (2.60 g, 37.6 mmol) was dissolved in 80 mL DMSO, 1-Octyl bromide (5.5 g, 28.4 mmol) was added and stirred at room temperature for 5 h. The reaction was quenched by addition of water (200 mL) and was stirred for 1 h. The mixture was extracted with diethyl ether (50×3). The combined organic layers were washed with brine solution. The ether solution was dried over anhydrous MgSO4 and the solvent was removed by rotary evaporation. The product was furthe... Reactants: Br, Br, CC(=O)O, Cc1ccc(S(=O)(=O)N2CCN(S(=O)(=O)c3ccc(C)cc3)CCN(S(=O)(=O)c3ccc(C)cc3)CC2)cc1. The product is Br, Cc1ccc(S(=O)(=O)N2CCNCCN(S(=O)(=O)c3ccc(C)cc3)CC2)cc1. As a reaction SMILES: [BrH:40].[BrH:45].[CH3:41][C:42](=[O:43])[OH:44].[c:1]1([CH3:39])[cH:2][cH:3][c:4]([S:7](=[O:8])(=[O:9])[N:10]2[CH2:11][CH2:12][N:13]([S:29](=[O:30])(=[O:31])[c:32]3[cH:33][cH:34][c:35]([CH3:38])[cH:36][cH:37]3)[CH2:14][CH2:15][N:16]([S:19]([c:20]3[cH:21][cH:22][c:23]([CH3:24])[cH:25][cH:26]3)(=[O:27])=[O:28])[CH2:17][CH2:18]2)[cH:5][cH:6]1>>[BrH:40].[c:1]1([CH3:39])[cH:2][cH:3][c:4]([S:7](=[O:8])(=[O:9])[N:10]2[CH2:11][CH2:12][N:13]([S:29](=[O:30])(=[O:31])[c:32]3[cH:33][cH:34][c:35]([CH3:38])[cH:36][cH:37]3)[CH2:14][CH2:15][NH:16][CH2:17][CH2:18]2)[cH:5][cH:6]1.